From a dataset of the Open Reaction Database (ORD), a public repository of structured organic reaction records. describe an organic reaction: reactants, conditions, products, and yield Reactants: FC1=C(CN2N=NC(=C2C(=O)N)C(=O)N)C=CC=C1 (1-(o-fluorobenzyl)-1H-1,2,3-triazole-4,5-dicarboxamide), C(#CC(=O)OC)C(=O)OC (dimethyl acetylenedicarboxylate), FC1=C(CN=[N+]=[N-])C=CC=C1 (o-fluorobenzyl azide). Run in C1(=CC=CC=C1)C (toluene), C1(=CC=CC=C1)C (toluene). Reaction conditions: temperature 90 celsius, time 5 hour. The product is FC1=C(CN2N=NC(=C2C(=O)OC)C(=O)OC)C=CC=C1 (dimethyl 1-(o-fluorobenzyl)-1H-1,2,3-triazole-4,5-dicarboxylate). Reaction SMILES: [C:1]([C:7]([O:9][CH3:10])=[O:8])#[C:2][C:3]([O:5][CH3:6])=[O:4].[F:11][C:12]1[CH:21]=[CH:20][CH:19]=[CH:18][C:13]=1[CH2:14][N:15]=[N+:16]=[N-:17].FC1C=CC=CC=1CN1C(C(N)=O)=C(C(N)=O)N=N1>C1(C)C=CC=CC=1>[F:11][C:12]1[CH:21]=[CH:20][CH:19]=[CH:18][C:13]=1[CH2:14][N:15]1[C:2]([C:3]([O:5][CH3:6])=[O:4])=[C:1]([C:7]([O:9][CH3:10])=[O:8])[N:17]=[N:16]1. Reported procedure: The starting material may also be prepared as follows: A solution of 40 g (0.282 mole) of dimethyl acetylenedicarboxylate in 500 ml of toluene is added dropwise to a solution of 41.5 g (0.255 mole) of o-fluorobenzyl azide in 50 ml of toluene, which solution has been heated to 90° C. After a further 5 hours at 90° C., the toluene is stripped off, the reaction mixture is cooled and the crystalline product is filtered with suction. Recrystallisation from a 1:1 mixture of diethyl ether/petroleum eth... Starting materials: [BH4-], CCOC(C)=O, Cl, N#CCS(=O)(=O)CCC(F)(F)F, [Na+], O=C1CCSCC1, C1CCOC1, O, O=C(O)C1CCCN1. Yields the product N#CC(C1CCSCC1)S(=O)(=O)CCC(F)(F)F. RXN SMILES: [BH4-:28].[CH3:31][CH2:32][O:33][C:34](=[O:35])[CH3:36].[ClH:30].[F:1][C:2]([CH2:3][CH2:4][S:5](=[O:6])(=[O:7])[CH2:8][C:9]#[N:10])([F:11])[F:12].[Na+:29].[O:21]=[C:22]1[CH2:23][CH2:24][S:25][CH2:26][CH2:27]1.[O:38]1[CH2:39][CH2:40][CH2:41][CH2:42]1.[OH2:37].[OH:13][C:14]([CH:15]1[NH:16][CH2:17][CH2:18][CH2:19]1)=[O:20]>>[F:1][C:2]([CH2:3][CH2:4][S:5](=[O:6])(=[O:7])[CH:8]([C:9]#[N:10])[CH:22]1[CH2:23][CH2:24][S:25][CH2:26][CH2:27]1)([F:11])[F:12]. Reactants: BrC1=NC=CC=C1NC(OC(C)(C)C)=O (tert-butyl 2-bromopyridin-3-ylcarbamate), C(CCC)[Li] (n-butyllithium), C(C(=O)OCC)(=O)OCC (diethyl oxalate). Run in C1CCOC1 (THF). Run at temperature -78 celsius. The product is C(C)(C)(C)OC(=O)NC=1C(=NC=CC1)C(C(=O)OCC)=O (ethyl 2-(3-(tert-butoxycarbonylamino)pyridin-2-yl)-2-oxoacetate). RXN SMILES: Br[C:2]1[C:7]([NH:8][C:9](=[O:15])[O:10][C:11]([CH3:14])([CH3:13])[CH3:12])=[CH:6][CH:5]=[CH:4][N:3]=1.C([Li])CCC.[C:21](OCC)(=[O:27])[C:22]([O:24][CH2:25][CH3:26])=[O:23]>C1COCC1>[C:11]([O:10][C:9]([NH:8][C:7]1[C:2]([C:21](=[O:27])[C:22]([O:24][CH2:25][CH3:26])=[O:23])=[N:3][CH:4]=[CH:5][CH:6]=1)=[O:15])([CH3:14])([CH3:13])[CH3:12]. Procedure: A solution of tert-butyl 2-bromopyridin-3-ylcarbamate (3.85 g, 14 mmol) (prepared from the procedure used by Kowol etc, J. Med. Chem., 2009, 52, 5032-5043) in dry THF (20 mL) was cooled to −78° C. and was treated drop-wise with n-butyllithium (11.2 mL of 2.5M solution in hexane, 2.0 eq) such that the temperature never exceeded −65° C., and the resulting mixture was stirred at −78° C. for an additional hour. After drop-wise addition of diethyl oxalate (4 mL, 29 mmol, 2.1 eq), the reaction mixture... Starting materials: CN1N=CC=C1[C@]12CCCC[C@@H]2O1 (1-methyl-5-[(1S,6S)-7-oxabicyclo[4.1.0]hept-1-yl]-1H-pyrazole). Reagents/catalysts: [Ni] (Raney nickel). The solvent is C(C)(C)O (isopropanol). Product: CN1N=CC=C1[C@@H]1[C@H](CCCC1)O ((1S,2R)-2-(1-Methyl-1H-pyrazol-5-yl)cyclohexanol). Yield: 28.5%. RXN SMILES: [CH3:1][N:2]1[C:6]([C@:7]23[O:13][C@H:12]2[CH2:11][CH2:10][CH2:9][CH2:8]3)=[CH:5][CH:4]=[N:3]1>[Ni].C(O)(C)C>[CH3:1][N:2]1[C:6]([C@H:7]2[CH2:8][CH2:9][CH2:10][CH2:11][C@@H:12]2[OH:13])=[CH:5][CH:4]=[N:3]1. Procedure: The reaction and aftertreatment were conducted in the same manner as in Example 102c by using the 1-methyl-5-[(1S,6S)-7-oxabicyclo[4.1.0]hept-1-yl]-1H-pyrazole (0.21 g, 1.17 mmol) prepared in Example 123d, Raney nickel (2.0 g) and isopropanol (5.9 mL), to yield the title compound (0.060 g, 28%). Reactants: CSC1=NC=2CCCCC2C(N1)=O (2-Methylsulfanyl-5,6,7,8-tetrahydro-3H-quinazolin-4-one), COC1=CC=C(C=C1)N1C(CNCC1)=O (1-(4-methoxyphenyl)piperazin-2-one). Solvent: C(CC(C)C)O (isoamyl alcohol). The product is COC1=CC=C(C=C1)N1C(CN(CC1)C1=NC=2CCCCC2C(N1)=O)=O (2-[4-(4-Methoxyphenyl)-3-oxopiperazin-1-yl]-5,6,7,8-tetrahydro-3H-quinazolin-4-one). As a reaction SMILES: CS[C:3]1[NH:12][C:11](=[O:13])[C:10]2[CH2:9][CH2:8][CH2:7][CH2:6][C:5]=2[N:4]=1.[CH3:14][O:15][C:16]1[CH:21]=[CH:20][C:19]([N:22]2[CH2:27][CH2:26][NH:25][CH2:24][C:23]2=[O:28])=[CH:18][CH:17]=1>C(O)CC(C)C>[CH3:14][O:15][C:16]1[CH:17]=[CH:18][C:19]([N:22]2[CH2:27][CH2:26][N:25]([C:3]3[NH:12][C:11](=[O:13])[C:10]4[CH2:9][CH2:8][CH2:7][CH2:6][C:5]=4[N:4]=3)[CH2:24][C:23]2=[O:28])=[CH:20][CH:21]=1. Procedure details: 2-Methylsulfanyl-5,6,7,8-tetrahydro-3H-quinazolin-4-one (100 mg; 0.51 mmol) and 1-(4-methoxyphenyl)piperazin-2-one (105 mg; 0.51 mmol) are reacted in isoamyl alcohol (1 ml) in accordance with the procedure for Example 1 (reaction time 4 h) and worked up. The crude product obtained in this way is purified by column chromatography; yield: 8 mg (4%), crystals; HPLC method P; RT/min 2,87. Reactants: COC(C=C(C)C=1C=C2C(=CN(C2=CC1)S(=O)(=O)C1=CC=CC=C1)C1=C(C(=CC(=C1)C(C)(C)C)C(C)(C)C)OCCCC)=O (3-[1-Benzenesulfonyl-3-(2-butoxy-3,5-di-tert-butyl-phenyl)-1H-indol-5-yl]-but-2-enoic acid methyl ester), [OH-].[Na+] (NaOH). Solvent: Cl (HCl), CO (methanol), O1CCOCC1 (dioxane). The product is C(CCC)OC1=C(C=C(C=C1C(C)(C)C)C(C)(C)C)C1=CNC2=CC=C(C=C12)C(=CC(=O)O)C (3-[3-(2-butoxy-3,5-di-tert-butyl-phenyl)-1H-indol-5-yl]-but-2-enoic acid). Isolated yield 115.5%. Reaction SMILES: C[O:2][C:3](=[O:44])[CH:4]=[C:5]([C:7]1[CH:8]=[C:9]2[C:13](=[CH:14][CH:15]=1)[N:12](S(C1C=CC=CC=1)(=O)=O)[CH:11]=[C:10]2[C:25]1[CH:30]=[C:29]([C:31]([CH3:34])([CH3:33])[CH3:32])[CH:28]=[C:27]([C:35]([CH3:38])([CH3:37])[CH3:36])[C:26]=1[O:39][CH2:40][CH2:41][CH2:42][CH3:43])[CH3:6].[OH-].[Na+]>CO.O1CCOCC1.Cl>[CH2:40]([O:39][C:26]1[C:27]([C:35]([CH3:38])([CH3:37])[CH3:36])=[CH:28][C:29]([C:31]([CH3:34])([CH3:33])[CH3:32])=[CH:30][C:25]=1[C:10]1[C:9]2[C:13](=[CH:14][CH:15]=[C:7]([C:5]([CH3:6])=[CH:4][C:3]([OH:44])=[O:2])[CH:8]=2)[NH:12][CH:11]=1)[CH2:41][CH2:42][CH3:43] |f:1.2|. Reported procedure: 3-[1-Benzenesulfonyl-3-(2-butoxy-3,5-di-tert-butyl-phenyl)-1H-indol-5-yl]-but-2-enoic acid methyl ester (187 mg, 0.3 mmol) was dissolved in methanol (2 mL)/dioxane (3.5 mL) and treated with 1N NaOH (2 mL) at 60° C. for 4 h. Diluted with 1N HCl (3 mL) and extracted with ethyl acetate (3×10 mL). The combined organic portions were washed with water (10 mL), brine (10 mL), dried (MgSO4), filtered and concentrated in vacuo to provide 160 mg of an orange solid. The material was purified using radial c... The reactants are ClC1=NC=C(C(=C1)OC)[N+](=O)[O-] (2-chloro-4-methoxy-5-nitropyridine), [Cl-].[NH4+] (ammonium chloride). Reagents/catalysts: [Fe] (iron). The solvent is C(C)O (ethanol), O (water). Run at temperature 80 celsius. Yields the product ClC1=CC(=C(C=N1)N)OC (6-Chloro-4-methoxypyridin-3-amine). Isolated yield 88.9%. As a reaction SMILES: [Cl:1][C:2]1[CH:7]=[C:6]([O:8][CH3:9])[C:5]([N+:10]([O-])=O)=[CH:4][N:3]=1.[Cl-].[NH4+]>C(O)C.O.[Fe]>[Cl:1][C:2]1[N:3]=[CH:4][C:5]([NH2:10])=[C:6]([O:8][CH3:9])[CH:7]=1 |f:1.2|. Procedure: A mixture of 2-chloro-4-methoxy-5-nitropyridine (208 mg, 1.10 mmol), ammonium chloride (295 mg, 5.52 mmol) and iron powder (246 mg, 4.41 mmol) in ethanol (5 mL) and water (0.5 mL) was heated at 80° C. for 18 h. The mixture was cooled and filtered through a Celite cartridge and washed through with methanol. The combined filtrate and washing was evaporated, and the residue partitioned between DCM (10 mL) and water (10 mL), the organic phase was washed further with water (10 mL), and the aqueous wa... As a reaction SMILES: [CH3:1][c:2]1[c:3](-[c:24]2[cH:25][cH:26][cH:27][cH:28][cH:29]2)[c:4]([O:14][c:15]2[cH:16][cH:17][c:18]([N+:21]([O-:22])=[O:23])[cH:19][cH:20]2)[c:5]2[cH:6][cH:7][c:8]([O:12][CH3:13])[cH:9][c:10]2[cH:11]1.[CH3:30][CH2:31][OH:32]>>[CH3:1][c:2]1[c:3](-[c:24]2[cH:25][cH:26][cH:27][cH:28][cH:29]2)[c:4]([O:14][c:15]2[cH:16][cH:17][c:18]([NH2:21])[cH:19][cH:20]2)[c:5]2[cH:6][cH:7][c:8]([O:12][CH3:13])[cH:9][c:10]2[cH:11]1. Starting materials: COc1ccc2c(Oc3ccc([N+](=O)[O-])cc3)c(-c3ccccc3)c(C)cc2c1, CCO. The product is COc1ccc2c(Oc3ccc(N)cc3)c(-c3ccccc3)c(C)cc2c1. The reactants are CN(C(=O)OC(C)(C)C)C1CC=C(c2c[nH]c3cc(NC(=N)c4cccs4)ccc23)CC1, ClCCl, O=C(O)C(F)(F)F. Yields the product CNC1CC=C(c2c[nH]c3cc(NC(=N)c4cccs4)ccc23)CC1. As a reaction SMILES: [CH3:1][N:2]([C:3](=[O:4])[O:5][C:6]([CH3:7])([CH3:8])[CH3:9])[CH:10]1[CH2:11][CH:12]=[C:13]([c:16]2[cH:17][nH:18][c:19]3[cH:20][c:21]([NH:25][C:26](=[NH:27])[c:28]4[s:29][cH:30][cH:31][cH:32]4)[cH:22][cH:23][c:24]23)[CH2:14][CH2:15]1.[Cl:40][CH2:41][Cl:42].[F:33][C:34]([F:35])([F:36])[C:37]([OH:38])=[O:39]>>[CH3:1][NH:2][CH:10]1[CH2:11][CH:12]=[C:13]([c:16]2[cH:17][nH:18][c:19]3[cH:20][c:21]([NH:25][C:26](=[NH:27])[c:28]4[s:29][cH:30][cH:31][cH:32]4)[cH:22][cH:23][c:24]23)[CH2:14][CH2:15]1.